From a dataset of the Open Reaction Database (ORD), a public repository of structured organic reaction records. describe an organic reaction: reactants, conditions, products, and yield Reactants: CC(=O)O, Cl, OC(Cc1cccnc1)c1ccccc1. The product is C(=Cc1cccnc1)c1ccccc1. RXN SMILES: [CH3:17][C:18](=[O:19])[OH:20].[ClH:16].[n:1]1[cH:2][c:3]([CH2:7][CH:8]([OH:9])[c:10]2[cH:11][cH:12][cH:13][cH:14][cH:15]2)[cH:4][cH:5][cH:6]1>>[n:1]1[cH:2][c:3]([CH:7]=[CH:8][c:10]2[cH:11][cH:12][cH:13][cH:14][cH:15]2)[cH:4][cH:5][cH:6]1. Starting materials: C1=CC=CC2=C1NC1=C(CCC2)C=CC=C1 (5,6,7,12-tetrahydrodibenz[b,g]azocine), O1C(CCCC1)OCCOCCCl (2-(2-((tetrahydro-2-pyranyl)oxy)ethoxy)ethylchloride), O (water), [NH2-].[Na+] (sodium amide). Solvent: C1(=CC=CC=C1)C (toluene). The product is O1C(CCCC1)OCCOCCN1C2=C(CCCC3=C1C=CC=C3)C=CC=C2 (12-(2-(2 -((tetrahydro-2-pyranyl)oxy)ethoxy)ethyl)-5,6,7,12-tetrahydrodibenz[b,g]azocine). RXN SMILES: [CH:1]1[C:6]2[NH:7][C:8]3[CH:16]=[CH:15][CH:14]=[CH:13][C:9]=3[CH2:10][CH2:11][CH2:12][C:5]=2[CH:4]=[CH:3][CH:2]=1.[O:17]1[CH2:22][CH2:21][CH2:20][CH2:19][CH:18]1[O:23][CH2:24][CH2:25][O:26][CH2:27][CH2:28]Cl.[NH2-].[Na+].O>C1(C)C=CC=CC=1>[O:17]1[CH2:22][CH2:21][CH2:20][CH2:19][CH:18]1[O:23][CH2:24][CH2:25][O:26][CH2:27][CH2:28][N:7]1[C:6]2[CH:1]=[CH:2][CH:3]=[CH:4][C:5]=2[CH2:12][CH2:11][CH2:10][C:9]2[CH:13]=[CH:14][CH:15]=[CH:16][C:8]1=2 |f:2.3|. Reported procedure: To a solution of 5,6,7,12-tetrahydrodibenz[b,g]azocine (2.5 g, 12 mmol, prepared in a similar way as described in Chem. Pharm. Bull. 1978, 26, 942-950) and 2-(2-((tetrahydro-2-pyranyl)oxy)ethoxy)ethylchloride (3.0 g, 14 mmol) in toluene (50 ml) was added a suspension of sodium amide (1.50 g, 19 mmol, 50% wt suspension in toluene). The reaction mixture was heated at reflux temperature for 10 h. The mixture was allowed to cool to room temperature and water (52.5 ml) was carefully added. The phases... The reactants are C1(CCCO1)=O (γ-butyrolactone), C(C1=CC=CC=C1)N (benzylamine). The product is C(C1=CC=CC=C1)N1C(CCC1)=O (1-Benzylazacyclopentan-2-one). Reaction SMILES: [C:1]1(=[O:6])O[CH2:4][CH2:3][CH2:2]1.[CH2:7]([NH2:14])[C:8]1[CH:13]=[CH:12][CH:11]=[CH:10][CH:9]=1>>[CH2:7]([N:14]1[CH2:4][CH2:3][CH2:2][C:1]1=[O:6])[C:8]1[CH:13]=[CH:12][CH:11]=[CH:10][CH:9]=1. Procedure details: 6.97 g (0.06 M) of γ-butyrolactone is mixed with 6.97 g (0.065 M) of benzylamine and heated at 190° for 24 hours. Excess benzyl amine and water was distilled off and the residue was distilled to obtain 7.4 g (70%); b.p. 125°-130°/1 mm. The reactants are CS(=O)(=O)OCC1CCN(c2ncc(F)cn2)CC1, CS(=O)(=O)c1ccc(-c2cnc(O)cn2)cc1, [K+], [K+], O=C([O-])[O-], CN(C)C=O, O. Yields the product CS(=O)(=O)c1ccc(-c2cnc(OCC3CCN(c4ncc(F)cn4)CC3)cn2)cc1. Reaction SMILES: [CH3:18][S:19]([O:20][CH2:23][CH:24]1[CH2:25][CH2:26][N:27]([c:30]2[n:31][cH:32][c:33]([F:36])[cH:34][n:35]2)[CH2:28][CH2:29]1)(=[O:21])=[O:22].[CH3:1][S:2](=[O:3])(=[O:4])[c:5]1[cH:6][cH:7][c:8](-[c:11]2[n:12][cH:13][c:14]([OH:17])[n:15][cH:16]2)[cH:9][cH:10]1.[K+:37].[K+:38].[O-:39][C:40]([O-:41])=[O:42].[O:44]=[CH:45][N:46]([CH3:47])[CH3:48].[OH2:43]>>[CH3:1][S:2](=[O:3])(=[O:4])[c:5]1[cH:6][cH:7][c:8](-[c:11]2[n:12][cH:13][c:14]([O:17][CH2:23][CH:24]3[CH2:25][CH2:26][N:27]([c:30]4[n:31][cH:32][c:33]([F:36])[cH:34][n:35]4)[CH2:28][CH2:29]3)[n:15][cH:16]2)[cH:9][cH:10]1.